Dataset: the Open Reaction Database (ORD), a public repository of structured organic reaction records. Task: describe an organic reaction: reactants, conditions, products, and yield The reactants are CCN=C=NCCCN(C)C.Cl (EDCI.HCl), C=1C=CC2=C(C1)N=NN2O (HOBt), CCN(C(C)C)C(C)C (DIPEA), ClC1=C(C(=O)O)C=C(C(=C1)Cl)F (2,4-dichloro-5-fluorobenzoic acid), Cl.C1(=CC=C(C=C1)NC(CC(N1CCNCC1)=O)=O)C1=CC=CC=C1 (N-biphenyl-4-yl-3-oxo-3-piperazin-1-yl-propionamide hydrochloride). Run in CN(C)C=O (DMF), O (water). Reaction conditions: temperature 10 celsius, time 8 hour. Yields the product C1(=CC=C(C=C1)NC(CC(=O)N1CCN(CC1)C(C1=C(C=C(C(=C1)F)Cl)Cl)=O)=O)C1=CC=CC=C1 (N-biphenyl-4-yl-3-[4-(2,4-dichloro-5-fluoro-benzoyl)-piperazin-1-yl]-3-oxo-propionamide). Yield: 69.4%. As a reaction SMILES: C1C=CC2N(O)N=NC=2C=1.CCN(C(C)C)C(C)C.[Cl:20][C:21]1[CH:29]=[C:28]([Cl:30])[C:27]([F:31])=[CH:26][C:22]=1[C:23]([OH:25])=O.CCN=C=NCCCN(C)C.Cl.Cl.[C:45]1([C:63]2[CH:68]=[CH:67][CH:66]=[CH:65][CH:64]=2)[CH:50]=[CH:49][C:48]([NH:51][C:52](=[O:62])[CH2:53][C:54](=[O:61])[N:55]2[CH2:60][CH2:59][NH:58][CH2:57][CH2:56]2)=[CH:47][CH:46]=1>CN(C=O)C.O>[C:45]1([C:63]2[CH:68]=[CH:67][CH:66]=[CH:65][CH:64]=2)[CH:46]=[CH:47][C:48]([NH:51][C:52](=[O:62])[CH2:53][C:54]([N:55]2[CH2:56][CH2:57][N:58]([C:23](=[O:25])[C:22]3[CH:26]=[C:27]([F:31])[C:28]([Cl:30])=[CH:29][C:21]=3[Cl:20])[CH2:59][CH2:60]2)=[O:61])=[CH:49][CH:50]=1 |f:3.4,5.6|. Reported procedure: HOBt (23 mg, 0.17 mmol) and DIPEA (44.8 mg, 0.35 mmol) were added to a stirred solution of 2,4-dichloro-5-fluorobenzoic acid (29 mg, 0.14 mmol) in DMF (1 mL). The reaction mixture was cooled to 10° C. and EDCI.HCl (33 mg, 0.17 mmol) followed by N-biphenyl-4-yl-3-oxo-3-piperazin-1-yl-propionamide hydrochloride (50 mg, 0.14 mmol) were added. The reaction mixture was stirred at room temperature overnight, then diluted with water. The resulting precipitate was filtered to afford 50 mg (70%) of N-bip...